This data is from the Open Reaction Database (ORD), a public repository of structured organic reaction records. The task is: describe an organic reaction: reactants, conditions, products, and yield Starting materials: COc1cc(Nc2nc3c(s2)CCCC3c2ccccc2)ccc1C(N)=O, O=C(OC(=O)C(F)(F)F)C(F)(F)F, C1COCCO1, c1ccncc1. The product is COc1cc(Nc2nc3c(s2)CCCC3c2ccccc2)ccc1C#N. As a reaction SMILES: [CH3:14][O:15][c:16]1[c:17]([C:18](=[O:19])[NH2:20])[cH:21][cH:22][c:23]([NH:25][c:26]2[s:27][c:28]3[c:29]([n:30]2)[CH:31]([c:35]2[cH:36][cH:37][cH:38][cH:39][cH:40]2)[CH2:32][CH2:33][CH2:34]3)[cH:24]1.[F:1][C:2]([F:3])([F:4])[C:5]([O:6][C:7](=[O:8])[C:9]([F:10])([F:11])[F:12])=[O:13].[O:47]1[CH2:48][CH2:49][O:50][CH2:51][CH2:52]1.[cH:41]1[cH:42][cH:43][n:44][cH:45][cH:46]1>>[CH3:14][O:15][c:16]1[c:17]([C:18]#[N:20])[cH:21][cH:22][c:23]([NH:25][c:26]2[s:27][c:28]3[c:29]([n:30]2)[CH:31]([c:35]2[cH:36][cH:37][cH:38][cH:39][cH:40]2)[CH2:32][CH2:33][CH2:34]3)[cH:24]1. Starting materials: CC(C)(C)[Si](C)(C)Oc1ccc(Nc2cc(Oc3ccc([N+](=O)[O-])cc3)ncn2)cc1, C1CCOC1, CCO. Product: CC(C)(C)[Si](C)(C)Oc1ccc(Nc2cc(Oc3ccc(N)cc3)ncn2)cc1. Reaction SMILES: [C:1]([CH3:2])([CH3:3])([CH3:4])[Si:5]([O:6][c:7]1[cH:8][cH:9][c:10]([NH:13][c:14]2[n:15][cH:16][n:17][c:18]([O:20][c:21]3[cH:22][cH:23][c:24]([N+:27]([O-:28])=[O:29])[cH:25][cH:26]3)[cH:19]2)[cH:11][cH:12]1)([CH3:30])[CH3:31].[CH2:35]1[O:36][CH2:37][CH2:38][CH2:39]1.[CH3:32][CH2:33][OH:34]>>[C:1]([CH3:2])([CH3:3])([CH3:4])[Si:5]([O:6][c:7]1[cH:8][cH:9][c:10]([NH:13][c:14]2[n:15][cH:16][n:17][c:18]([O:20][c:21]3[cH:22][cH:23][c:24]([NH2:27])[cH:25][cH:26]3)[cH:19]2)[cH:11][cH:12]1)([CH3:30])[CH3:31]. Starting materials: ClC1=CC=C(C=C1)C1=CC=C(C=C1)/C=C/C(=O)O ((E)-3-(4′-chloro-biphenyl-4-yl)-acrylic acid), CN1CCN(CC1)CC1=CC=C(C=C1)N (4-(4-methyl-piperazin-1-ylmethyl)-phenylamine). Yields the product ClC1=CC=C(C=C1)C1=CC=C(C=C1)/C=C/C(=O)NC1=CC=C(C=C1)CN1CCN(CC1)C ((E)-3-(4′-chloro-biphenyl-4-yl)-N-[4-(4-methyl-piperazin-1-ylmethyl)-phenyl]-acrylamide). Reaction SMILES: [Cl:1][C:2]1[CH:7]=[CH:6][C:5]([C:8]2[CH:13]=[CH:12][C:11](/[CH:14]=[CH:15]/[C:16]([OH:18])=O)=[CH:10][CH:9]=2)=[CH:4][CH:3]=1.[CH3:19][N:20]1[CH2:25][CH2:24][N:23]([CH2:26][C:27]2[CH:32]=[CH:31][C:30]([NH2:33])=[CH:29][CH:28]=2)[CH2:22][CH2:21]1>>[Cl:1][C:2]1[CH:3]=[CH:4][C:5]([C:8]2[CH:9]=[CH:10][C:11](/[CH:14]=[CH:15]/[C:16]([NH:33][C:30]3[CH:29]=[CH:28][C:27]([CH2:26][N:23]4[CH2:22][CH2:21][N:20]([CH3:19])[CH2:25][CH2:24]4)=[CH:32][CH:31]=3)=[O:18])=[CH:12][CH:13]=2)=[CH:6][CH:7]=1. Reported procedure: Prepared analogously to Example 172 starting from (E)-3-(4′-chloro-biphenyl-4-yl)-acrylic acid and 4-(4-methyl-piperazin-1-ylmethyl)-phenylamine. The crude product was purified by column chromatography (silica gel, dichloromethane/MeOH/conc. aqueous ammonia 90:10:0.1). Starting materials: Fc1cc(Cl)ccc1CBr, CCC(=O)CC(=O)OC, CC(C)(C)[O-], CC(C)(C)O, [K+], C1CCOC1, O. Yields the product CCC(=O)C(Cc1ccc(Cl)cc1F)C(=O)OC. As a reaction SMILES: [Br:21][CH2:22][c:23]1[c:24]([F:30])[cH:25][c:26]([Cl:29])[cH:27][cH:28]1.[CH3:12][O:13][C:14]([CH2:15][C:16]([CH2:17][CH3:18])=[O:19])=[O:20].[CH3:1][C:2]([CH3:3])([O-:4])[CH3:5].[CH3:7][C:8]([OH:9])([CH3:10])[CH3:11].[K+:6].[O:31]1[CH2:32][CH2:33][CH2:34][CH2:35]1.[OH2:36]>>[CH3:12][O:13][C:14]([CH:15]([C:16]([CH2:17][CH3:18])=[O:19])[CH2:22][c:23]1[c:24]([F:30])[cH:25][c:26]([Cl:29])[cH:27][cH:28]1)=[O:20]. Starting materials: COc1ccccc1-c1nc(C(F)(F)F)c(C(=O)O)o1, COCCN(C)c1ccc(N)cn1. Product: COCCN(C)c1ccc(NC(=O)c2oc(-c3ccccc3OC)nc2C(F)(F)F)cn1. Reaction SMILES: [CH3:1][O:2][c:3]1[c:4](-[c:9]2[o:10][c:11]([C:18](=[O:19])[OH:20])[c:12]([C:14]([F:15])([F:16])[F:17])[n:13]2)[cH:5][cH:6][cH:7][cH:8]1.[CH3:21][O:22][CH2:23][CH2:24][N:25]([c:26]1[n:27][cH:28][c:29]([NH2:32])[cH:30][cH:31]1)[CH3:33]>>[CH3:1][O:2][c:3]1[c:4](-[c:9]2[o:10][c:11]([C:18](=[O:20])[NH:32][c:29]3[cH:28][n:27][c:26]([N:25]([CH2:24][CH2:23][O:22][CH3:21])[CH3:33])[cH:31][cH:30]3)[c:12]([C:14]([F:15])([F:16])[F:17])[n:13]2)[cH:5][cH:6][cH:7][cH:8]1. Reactants: CC(=O)O[BH-](OC(C)=O)OC(C)=O, CC(=O)O, O=Cc1ccc(OCCCN2CCCCC2)cc1, [Na+], [Na+], [OH-], c1ccc(N2CCNCC2)cc1. Yields the product c1ccc(N2CCN(Cc3ccc(OCCCN4CCCCC4)cc3)CC2)cc1. Reaction SMILES: [C:31]([O:32][BH-:33]([O:34][C:35](=[O:36])[CH3:37])[O:38][C:39](=[O:40])[CH3:41])(=[O:42])[CH3:43].[CH3:47][C:48](=[O:49])[OH:50].[N:1]1([CH2:7][CH2:8][CH2:9][O:10][c:11]2[cH:12][cH:13][c:14]([CH:15]=[O:16])[cH:17][cH:18]2)[CH2:2][CH2:3][CH2:4][CH2:5][CH2:6]1.[Na+:44].[Na+:46].[OH-:45].[c:19]1([N:25]2[CH2:26][CH2:27][NH:28][CH2:29][CH2:30]2)[cH:20][cH:21][cH:22][cH:23][cH:24]1>>[N:1]1([CH2:7][CH2:8][CH2:9][O:10][c:11]2[cH:12][cH:13][c:14]([CH2:15][N:28]3[CH2:27][CH2:26][N:25]([c:19]4[cH:20][cH:21][cH:22][cH:23][cH:24]4)[CH2:30][CH2:29]3)[cH:17][cH:18]2)[CH2:2][CH2:3][CH2:4][CH2:5][CH2:6]1. Starting materials: C(=O)NC=1SC(=C(N1)C(C(=O)OCC)=O)Cl (Ethyl (2-formamido-5-chlorothiazol-4-yl)glyoxylate), aqueous solution, [OH-].[K+] (potassium hydroxide), Cl (hydrochloric acid), C(C)(C)(C)OC(=O)C(C)ON (1-tert-butoxycarbonylethoxyamine), C([O-])(O)=O.[Na+] (sodium bicarbonate). Solvent: O1CCCC1 (tetrahydrofuran), N1=CC=CC=C1 (pyridine). Conditions: time 10 minute. Yields the product C(=O)NC=1SC(=C(N1)C(C(=O)O)=NOC(C)C(=O)OC(C)(C)C)Cl (2-(2-formamido-5-chlorothiazol-4-yl)-2-(1-tert-butoxycarbonylethoxyimino)acetic acid). Isolated yield 16.1%. RXN SMILES: [CH:1]([NH:3][C:4]1[S:5][C:6]([Cl:16])=[C:7]([C:9](=O)[C:10]([O:12]CC)=[O:11])[N:8]=1)=[O:2].[OH-].[K+].Cl.[C:20]([O:24][C:25]([CH:27]([O:29][NH2:30])[CH3:28])=[O:26])([CH3:23])([CH3:22])[CH3:21].C(=O)(O)[O-].[Na+]>O1CCCC1.N1C=CC=CC=1>[CH:1]([NH:3][C:4]1[S:5][C:6]([Cl:16])=[C:7]([C:9](=[N:30][O:29][CH:27]([C:25]([O:24][C:20]([CH3:21])([CH3:23])[CH3:22])=[O:26])[CH3:28])[C:10]([OH:12])=[O:11])[N:8]=1)=[O:2] |f:1.2,5.6|. Procedure details: Ethyl (2-formamido-5-chlorothiazol-4-yl)glyoxylate (10.0 g) was added to the 1N aqueous solution of potassium hydroxide (76.1 ml) at ambient temperature and stirred for 10 minutes. The reaction mixture was adjusted to pH 2.0 with 10% aqueous hydrochloric acid under ice cooling. A solution of 1-tert-butoxycarbonylethoxyamine (8.4 g) in tetrahydrofuran (35 ml) was added to the stirred suspension of the above mixture in pyridine (13.9 ml) at ambient temperature and stirred for 4 hours at same tempe... The product is ClC1=C(C=C(OC2=CC(=C(C(=O)OC)C=C2)COC)C=C1)C(F)(F)F (methyl 4-[4-chloro-3-(trifluoromethyl)phenoxy]-2-(methoxymethyl)benzoate). The yield is 33.0%. Procedure details: Prepared according to Preparation 1 using methyl 4-fluoro-2-(methoxymethyl)benzoate (Preparation 35) and 4-chloro-3-(trifluoromethyl)phenol at 120° C. for 48 hours. The title compound was isolated after purification using silica gel column chromatography eluting with 0-10% EtOAc in heptane as a colourless oil (0.140 g, 0.000374, 33% yield). The reactants are FC1=CC(=C(C(=O)OC)C=C1)COC (methyl 4-fluoro-2-(methoxymethyl)benzoate), ClC1=C(C=C(C=C1)O)C(F)(F)F (4-chloro-3-(trifluoromethyl)phenol). As a reaction SMILES: F[C:2]1[CH:11]=[CH:10][C:5]([C:6]([O:8][CH3:9])=[O:7])=[C:4]([CH2:12][O:13][CH3:14])[CH:3]=1.[Cl:15][C:16]1[CH:21]=[CH:20][C:19]([OH:22])=[CH:18][C:17]=1[C:23]([F:26])([F:25])[F:24]>>[Cl:15][C:16]1[CH:21]=[CH:20][C:19]([O:22][C:2]2[CH:11]=[CH:10][C:5]([C:6]([O:8][CH3:9])=[O:7])=[C:4]([CH2:12][O:13][CH3:14])[CH:3]=2)=[CH:18][C:17]=1[C:23]([F:24])([F:25])[F:26].